This data is from the Open Reaction Database (ORD), a public repository of structured organic reaction records. The task is: describe an organic reaction: reactants, conditions, products, and yield Reactants: C(=O)=O (carbon dioxide), BrC1=C(SC=2N(C(N(C(C21)=O)C)=O)CC(C)C)CC2=C(C=CC=C2)C(F)(F)F (5-bromo-3-methyl-1-(2-methylpropyl)-6-[[2-(trifluoromethyl)phenyl]methyl]-thieno[2,3-d]pyrimidine-2,4(1H,3H)-dione), solution. Procedure: To a solution of 5-bromo-3-methyl-1-(2-methylpropyl)-6-[[2-(trifluoromethyl)phenyl]methyl]-thieno[2,3-d]pyrimidine-2,4(1H,3H)-dione (WO 0183489) in THF (60 ml) was added isopropylmagnesiumcholride (2M solution in THF, 3.35 ml) dropwise at 0° C. under nitrogen. After 5 min the mixture was treated with a stream of carbon dioxide for 10 min. The reaction mixture was quenched with water, acidified 2N HCl and extracted into ethyl acetate (×3). The combined organic extracts were washed with dilute HCl... The solvent is C1CCOC1 (THF), C1CCOC1 (THF). As a reaction SMILES: Br[C:2]1[C:10]2[C:9](=[O:11])[N:8]([CH3:12])[C:7](=[O:13])[N:6]([CH2:14][CH:15]([CH3:17])[CH3:16])[C:5]=2[S:4][C:3]=1[CH2:18][C:19]1[CH:24]=[CH:23][CH:22]=[CH:21][C:20]=1[C:25]([F:28])([F:27])[F:26].[C:29](=[O:31])=[O:30]>C1COCC1>[CH3:12][N:8]1[C:9](=[O:11])[C:10]2[C:2]([C:29]([OH:31])=[O:30])=[C:3]([CH2:18][C:19]3[CH:24]=[CH:23][CH:22]=[CH:21][C:20]=3[C:25]([F:28])([F:27])[F:26])[S:4][C:5]=2[N:6]([CH2:14][CH:15]([CH3:17])[CH3:16])[C:7]1=[O:13]. Yields the product CN1C(N(C2=C(C1=O)C(=C(S2)CC2=C(C=CC=C2)C(F)(F)F)C(=O)O)CC(C)C)=O (1,2,3,4-Tetrahydro-3-methyl-1-(2-methylpropyl)-2,4-dioxo-6-[2-(trifluoromethyl)phenylmethyl]thieno[2,3-d]pyrimidine-5-carboxylic acid). The solvent is O (water), O1CCOCC1 (dioxane), C(C)OC(C)=O (ethylacetate). Yields the product CN(C(=O)ON=C1SC(C(N1C)=O)(C)C)SC(C)(C)C(C1=CC=CC=C1)=O ([O-[N-Methyl-N-(2-benzoyl-2-propanesulfenyl)carbamoyl]oximino] -3,5,5-trimethylthiazolidin-4-one). Starting materials: CN1C(SC(C1=O)(C)C)=NO (3,5,5-trimethyl-2-oximino-thiazolidin-4-one), CN(C(=O)Cl)SC(C)(C)C(C1=CC=CC=C1)=O (N-methyl-N-(2-benzoyl-2-propanesulfenyl)carbamoyl chloride), CN(C(=O)Cl)SC(C)(C)C(C1=CC=CC=C1)=O (N-methyl-N-(2-benzoyl-2-propanesulfenyl)carbamoyl chloride). RXN SMILES: [CH3:1][N:2]1[C:6](=[O:7])[C:5]([CH3:9])([CH3:8])[S:4][C:3]1=[N:10][OH:11].[CH3:12][N:13]([S:17][C:18]([C:21](=[O:28])[C:22]1[CH:27]=[CH:26][CH:25]=[CH:24][CH:23]=1)([CH3:20])[CH3:19])[C:14](Cl)=[O:15]>O1CCOCC1.O.C(OC(=O)C)C>[CH3:12][N:13]([S:17][C:18]([C:21](=[O:28])[C:22]1[CH:27]=[CH:26][CH:25]=[CH:24][CH:23]=1)([CH3:20])[CH3:19])[C:14]([O:11][N:10]=[C:3]1[N:2]([CH3:1])[C:6](=[O:7])[C:5]([CH3:9])([CH3:8])[S:4]1)=[O:15]. Reaction conditions: time 16 hour. Reported procedure: To a solution of 2.5g (0.015m) of 3,5,5-trimethyl-2-oximino-thiazolidin-4-one and 3.93g (0.015m) of N-methyl-N-(2-benzoyl-2-propanesulfenyl)carbamoyl chloride in 100 ml of dioxane was added 1.5g (0.015m) of triethylamine. After stirring at room temperature for 16 hours, the reaction mixture was diluted with water and the product isolated in ethylacetate. Recrystallized from isopropyl ether. Weight of the product 1.3g, m.p. 98°-100° C. The reactants are hexanes diethyl ether, FC1=C(C=NO)C(=CC=C1)F (2,6-difluorobenzaldehyde oxime), ClN1C(CCC1=O)=O (N-chlorosuccinimide). Solvent: CN(C)C=O (DMF). The product is FC1=C(C(Cl)=NO)C(=CC=C1)F (2,6-difluorobenzoylchloride oxime). The yield is 64.9%. RXN SMILES: [F:1][C:2]1[CH:10]=[CH:9][CH:8]=[C:7]([F:11])[C:3]=1[CH:4]=[N:5][OH:6].[Cl:12]N1C(=O)CCC1=O>CN(C=O)C>[F:1][C:2]1[CH:10]=[CH:9][CH:8]=[C:7]([F:11])[C:3]=1[C:4](=[N:5][OH:6])[Cl:12]. Procedure: In a fashion similar to that for preparation 14, 2,6-difluorobenzaldehyde oxime (2.00 g, 12.7 mmol), N-chlorosuccinimide (1.75 g, 13.2 mmol), and DMF (20 ml) gave 2,6-difluorobenzoylchloride oxime (1.58 g, 65%) after column chromatography (silica gel, hexanes/diethyl ether gradient).